This data is from the Open Reaction Database (ORD), a public repository of structured organic reaction records. The task is: describe an organic reaction: reactants, conditions, products, and yield Reactants: CCCC[N+](CCCC)(CCCC)CCCC, C1CCOC1, [CH2]C, [F-], COc1ccc(C(=O)Nc2cc(-c3ccc4c(ccn4[Si](C(C)C)(C(C)C)C(C)C)c3)ccc2N)cc1. Product: COc1ccc(C(=O)Nc2cc(-c3ccc4[nH]ccc4c3)ccc2N)cc1. Reaction SMILES: [CH2:2]([N+:3]([CH2:4][CH2:5][CH2:6][CH3:7])([CH2:8][CH2:9][CH2:10][CH3:11])[CH2:12][CH2:13][CH2:14][CH3:15])[CH2:16][CH2:17][CH3:18].[CH2:56]1[O:57][CH2:58][CH2:59][CH2:60]1.[CH2:61][CH3:62].[F-:1].[NH2:19][c:20]1[c:21]([NH:45][C:46]([c:47]2[cH:48][cH:49][c:50]([O:53][CH3:54])[cH:51][cH:52]2)=[O:55])[cH:22][c:23](-[c:26]2[cH:27][c:28]3[cH:29][cH:30][n:31]([Si:35]([CH:36]([CH3:37])[CH3:38])([CH:39]([CH3:40])[CH3:41])[CH:42]([CH3:43])[CH3:44])[c:32]3[cH:33][cH:34]2)[cH:24][cH:25]1>>[NH2:19][c:20]1[c:21]([NH:45][C:46]([c:47]2[cH:48][cH:49][c:50]([O:53][CH3:54])[cH:51][cH:52]2)=[O:55])[cH:22][c:23](-[c:26]2[cH:27][c:28]3[cH:29][cH:30][nH:31][c:32]3[cH:33][cH:34]2)[cH:24][cH:25]1. The reactants are Cl.ClC1=CC=C(C=C1)C1CN(CC2=CC(=CC=C12)OC)C (rac.-4-(4-chlorophenyl)-1,2,3,4-tetrahydro-7-methoxy-2-methylisoquinoline hydrochloride), Br (hydrobromic acid). Yields the product Br.ClC1=CC=C(C=C1)C1CN(CC2=CC(=CC=C12)O)C (rac.-4-(4-chlorophenyl)-1,2,3,4-tetrahydro-2-methyl-7-isoquinolinol hydrobromide). RXN SMILES: Cl.[Cl:2][C:3]1[CH:8]=[CH:7][C:6]([CH:9]2[C:18]3[C:13](=[CH:14][C:15]([O:19]C)=[CH:16][CH:17]=3)[CH2:12][N:11]([CH3:21])[CH2:10]2)=[CH:5][CH:4]=1.[BrH:22]>>[BrH:22].[Cl:2][C:3]1[CH:8]=[CH:7][C:6]([CH:9]2[C:18]3[C:13](=[CH:14][C:15]([OH:19])=[CH:16][CH:17]=3)[CH2:12][N:11]([CH3:21])[CH2:10]2)=[CH:5][CH:4]=1 |f:0.1,3.4|. Procedure: The free base prepared from 12.2 g. of rac.-4-(4-chlorophenyl)-1,2,3,4-tetrahydro-7-methoxy-2-methylisoquinoline hydrochloride is stirred at reflux with 150 ml. of 48% hydrobromic acid solution for 2 hours at a bath temperature of 160°. After evaporation and recrystallization from methanol-ether there is obtained rac.-4-(4-chlorophenyl)-1,2,3,4-tetrahydro-2-methyl-7-isoquinolinol hydrobromide of m.p. 292°-293°. The free base of this compound displays a m.p. of 189°-190° after recrystallization f... The reactants are ClC1=C(C(=O)O)C=CC=N1 (2-chloronicotinic acid), S(=O)(Cl)Cl (thionyl chloride), ClC(=O)OCC1=CC=CC=C1 (benzyl chloroformate), solution, CNC (dimethylamine). The solvent is C1(=CC=CC=C1)C (toluene), CN(C)C=O (DMF), hexanes. Reaction conditions: temperature 70 celsius, time 16 hour. Yields the product ClC1=C(C(=O)N(C)C)C=CC=N1 (2-chloro-N,N-dimethyl-nicotinamide). Yield: 78.9%. As a reaction SMILES: [Cl:1][C:2]1[N:10]=[CH:9][CH:8]=[CH:7][C:3]=1[C:4](O)=[O:5].S(Cl)(Cl)=O.[CH3:15][NH:16][CH3:17].ClC(OCC1C=CC=CC=1)=O>C1(C)C=CC=CC=1.CN(C=O)C>[Cl:1][C:2]1[N:10]=[CH:9][CH:8]=[CH:7][C:3]=1[C:4]([N:16]([CH3:17])[CH3:15])=[O:5]. Reported procedure: A mixture of 2-chloronicotinic acid (1 kg, 6.35 mmol) and thionyl chloride (575 mL, 7.88 mmol) 30 mL of DMF and 3.2L of toluene was warmed slowly to 70° C. and heated at 70° C. for 30 minutes. The mixture was allowed to cool to approximately 40° C. and then added to a 40% solution of aqueous dimethylamine (3.2L, 25.5 mmol) at 10° C. such that the reaction mixture did not exceed 28° C. An additional 30 minutes was allowed and then the aqueous layer was separated and extracted with toluene (2×1L).... Reactants: C(C)(=O)N1CCC(CC1)C#N (1-acetyl-4-cyanopiperidine), FC(C1=CC=C(C=C1)[Mg]Br)(F)F (4-trifluoromethylphenylmagnesium bromide), FC(C=1C=C(C(=O)C2CCNCC2)C=CC1)(F)F (4-(3-trifluoromethylbenzoyl)piperidine). The product is FC(C1=CC=C(C(=O)C2CCNCC2)C=C1)(F)F (4-(4-Trifluoromethylbenzoyl)piperidine). As a reaction SMILES: C(N1CCC(C#N)CC1)(=O)C.[F:12][C:13]([F:23])([F:22])[C:14]1[CH:19]=[CH:18][C:17]([Mg]Br)=[CH:16][CH:15]=1.FC(F)(F)C1C=C(C=CC=1)[C:29]([CH:31]1[CH2:36][CH2:35][NH:34][CH2:33][CH2:32]1)=[O:30]>>[F:12][C:13]([F:23])([F:22])[C:14]1[CH:19]=[CH:18][C:17]([C:29]([CH:31]2[CH2:36][CH2:35][NH:34][CH2:33][CH2:32]2)=[O:30])=[CH:16][CH:15]=1. Procedure: The title compound is prepared from 1-acetyl-4-cyanopiperidine and 4-trifluoromethylphenylmagnesium bromide according to the procedure given for 4-(3-trifluoromethylbenzoyl)piperidine in J. Med. Chem. 13, 1-6 (1970). Run at temperature -20 celsius, time 30 minute. Reaction SMILES: C(NC(C)C)(C)C.C([Li])CCC.[Si:13]([O:20][CH2:21][C:22]1[CH:27]=[CH:26][N:25]=[CH:24][CH:23]=1)([C:16]([CH3:19])([CH3:18])[CH3:17])([CH3:15])[CH3:14].[F:28][C:29]1[CH:40]=[CH:39][C:32]([C:33](N(OC)C)=[O:34])=[CH:31][CH:30]=1.[Cl-].[NH4+]>C1COCC1.O>[F:28][C:29]1[CH:40]=[CH:39][C:32]([C:33]([CH:21]([C:22]2[CH:23]=[CH:24][N:25]=[CH:26][CH:27]=2)[O:20][Si:13]([C:16]([CH3:19])([CH3:18])[CH3:17])([CH3:15])[CH3:14])=[O:34])=[CH:31][CH:30]=1 |f:4.5|. Solvent: hexanes, O (water), C1CCOC1 (THF), C1CCOC1 (THF). Reported procedure: Into a 2 L 3-necked round bottom flask fitted with a thermometer, dry nitrogen gas inlet, addition funnel and mechanical stirrer was added diisopropylamine (65 mL, 0.46 mol) in THF (120 mL). Cooled to -20° C. with a isopropyl alcohol/dry ice bath and added a solution of n-butyllithium in hexanes (210 mL of a 2.5M solution, 0.53 mol). Stirred at -15° C. for 30 min, then cooled to -20° C. Added 4-t-butydimethylsilyloxymethylpyridine from Step A (98.2 g, 0.44 mol) neat over a 30 min period. Let sti... Yield: 79.2%. Product: FC1=CC=C(C=C1)C(=O)C(O[Si](C)(C)C(C)(C)C)C1=CC=NC=C1 (4-Pyridyl-t-butydimethylsilyloxymethyl 4-fluorophenyl ketone). Starting materials: C(CCC)[Li] (n-butyllithium), solution, FC1=CC=C(C(=O)N(C)OC)C=C1 (4-fluoro-N-methoxy-N-methyl-benzamide), C(C)(C)NC(C)C (diisopropylamine), [Si](C)(C)(C(C)(C)C)OCC1=CC=NC=C1 (4-(t-Butyldimethylsilyloxy)methyl pyridine), [Cl-].[NH4+] (ammonium chloride).